This data is from the Open Reaction Database (ORD), a public repository of structured organic reaction records. The task is: describe an organic reaction: reactants, conditions, products, and yield The reactants are BrCCOCCBr, N#CCc1ccc(Br)cn1, CC[N+](CC)(CC)Cc1ccccc1, [Cl-], [Cl-], [NH4+], [Na+], [OH-]. Product: N#CC1(c2ccc(Br)cn2)CCOCC1. RXN SMILES: [Br:11][CH2:12][CH2:13][O:14][CH2:15][CH2:16][Br:17].[Br:1][c:2]1[cH:3][cH:4][c:5]([CH2:8][C:9]#[N:10])[n:6][cH:7]1.[CH2:21]([N+:22]([CH2:23][CH3:24])([CH2:25][CH3:26])[CH2:27][c:28]1[cH:29][cH:30][cH:31][cH:32][cH:33]1)[CH3:34].[Cl-:20].[Cl-:35].[NH4+:36].[Na+:19].[OH-:18]>>[Br:1][c:2]1[cH:3][cH:4][c:5]([C:8]2([C:9]#[N:10])[CH2:12][CH2:13][O:14][CH2:15][CH2:16]2)[n:6][cH:7]1. Starting materials: ICC1(OC2=C(C1)C(=C(C(=C2C(C)C)C)NC=O)C)C (N-[2,3-dihydro-2-(iodomethyl)-7-isopropyl-2,4,6-trimethylbenzofuran-5-yl]formamide), Cl (hydrochloric acid), C([O-])(O)=O.[Na+] (sodium bicarbonate). Solvent: CO (methanol), O (water), C(C)(=O)OCC (ethyl acetate). Product: ICC1(OC2=C(C1)C(=C(C(=C2C(C)C)C)N)C)C (2,3-Dihydro-2-(iodomethyl)-7-isopropyl-2,4,6-trimethyl-5-benzofuranamine). Isolated yield 84.2%. RXN SMILES: [I:1][CH2:2][C:3]1([CH3:20])[CH2:7][C:6]2[C:8]([CH3:19])=[C:9]([NH:16]C=O)[C:10]([CH3:15])=[C:11]([CH:12]([CH3:14])[CH3:13])[C:5]=2[O:4]1.Cl.C(=O)(O)[O-].[Na+]>CO.O.C(OCC)(=O)C>[I:1][CH2:2][C:3]1([CH3:20])[CH2:7][C:6]2[C:8]([CH3:19])=[C:9]([NH2:16])[C:10]([CH3:15])=[C:11]([CH:12]([CH3:13])[CH3:14])[C:5]=2[O:4]1 |f:2.3|. Procedure details: To a solution of N-[2,3-dihydro-2-(iodomethyl)-7-isopropyl-2,4,6-trimethylbenzofuran-5-yl]formamide (7.3 g) in methanol (40 mL) was added conc. hydrochloric acid (10 mL). The mixture was refluxed for 1.5 hours under nitrogen atmosphere, and poured into a suspension of sodium bicarbonate (20 g) in water and ethyl acetate The organic layer was separated and the aqueous layer was extracted with ethyl acetate. The combined organic layer was washed with water and saturated aqueous sodium chloride, dr...